This data is from the Open Reaction Database (ORD), a public repository of structured organic reaction records. The task is: describe an organic reaction: reactants, conditions, products, and yield Reactants: O=C(CBr)Nc1cc(Cl)nc(-c2ccccc2)n1, CC#N, CCN(C(C)C)C(C)C, C(=Cc1ccccc1)CN1CCNCC1. Product: O=C(CN1CCN(CC=Cc2ccccc2)CC1)Nc1cc(Cl)nc(-c2ccccc2)n1. Reaction SMILES: [Br:1][CH2:2][C:3](=[O:4])[NH:5][c:6]1[n:7][c:8](-[c:13]2[cH:14][cH:15][cH:16][cH:17][cH:18]2)[n:9][c:10]([Cl:12])[cH:11]1.[CH3:43][C:44]#[N:45].[CH:34]([N:35]([CH2:36][CH3:37])[CH:38]([CH3:39])[CH3:40])([CH3:41])[CH3:42].[c:19]1([CH:25]=[CH:26][CH2:27][N:28]2[CH2:29][CH2:30][NH:31][CH2:32][CH2:33]2)[cH:20][cH:21][cH:22][cH:23][cH:24]1>>[CH2:2]([C:3](=[O:4])[NH:5][c:6]1[n:7][c:8](-[c:13]2[cH:14][cH:15][cH:16][cH:17][cH:18]2)[n:9][c:10]([Cl:12])[cH:11]1)[N:31]1[CH2:30][CH2:29][N:28]([CH2:27][CH:26]=[CH:25][c:19]2[cH:20][cH:21][cH:22][cH:23][cH:24]2)[CH2:33][CH2:32]1. Reactants: CC(C)(C)OC(=O)NC1CCC(OC(=O)C2CCCCC2)CNC1=O, ClCCl, O=C(O)C(F)(F)F. Yields the product NC1CCC(OC(=O)C2CCCCC2)CNC1=O. RXN SMILES: [C:1]([O:2][C:3](=[O:4])[NH:8][CH:9]1[C:10](=[O:25])[NH:11][CH2:12][CH:13]([O:16][C:17](=[O:18])[CH:19]2[CH2:20][CH2:21][CH2:22][CH2:23][CH2:24]2)[CH2:14][CH2:15]1)([CH3:5])([CH3:6])[CH3:7].[Cl:33][CH2:34][Cl:35].[F:26][C:27]([F:28])([F:29])[C:30]([OH:31])=[O:32]>>[NH2:8][CH:9]1[C:10](=[O:25])[NH:11][CH2:12][CH:13]([O:16][C:17](=[O:18])[CH:19]2[CH2:20][CH2:21][CH2:22][CH2:23][CH2:24]2)[CH2:14][CH2:15]1.